describe an organic reaction: reactants, conditions, products, and yield From a dataset of the Open Reaction Database (ORD), a public repository of structured organic reaction records. Reactants: N1=CC=CC=C1 (Pyridine), C(C)(=O)OC(C)=O (acetic anhydride), C(C)(C)(C)C1=CC=C(C(C(=O)O)=C1)O (5-tert-butylsalicylic acid). The solvent is C(Cl)Cl (methylene chloride). Run at time 2 hour. Product: C(C)(=O)OC1=C(C(=O)O)C=C(C=C1)C(C)(C)C (2-acetoxy-5-tert-butylbenzoic acid). RXN SMILES: N1C=CC=CC=1.[C:7](OC(=O)C)(=[O:9])[CH3:8].[C:14]([C:18]1[CH:26]=[C:22]([C:23]([OH:25])=[O:24])[C:21]([OH:27])=[CH:20][CH:19]=1)([CH3:17])([CH3:16])[CH3:15]>C(Cl)Cl>[C:7]([O:27][C:21]1[CH:20]=[CH:19][C:18]([C:14]([CH3:17])([CH3:15])[CH3:16])=[CH:26][C:22]=1[C:23]([OH:25])=[O:24])(=[O:9])[CH3:8]. Procedure details: Pyridine (0.034 mL) and acetic anhydride (0.034 mL) were sequentially added to a methylene chloride (0.54 mL) solution of 5-tert-butylsalicylic acid (0.054 g), followed by stirring at room temperature for 2 hours. The solvent was evaporated under reduced pressure, and 1 mol/L hydrochloric acid and ethyl acetate were added to the residue. The organic layer was separated, washed with a saturated aqueous solution of sodium chloride, and dried over anhydrous magnesium sulfate, and the solvent was ev... Reactants: BrCc1ccccc1, CC#N, CCOCC, c1ccn2cncc2c1. The product is [Br-], c1ccc(Cc2[nH+]cn3ccccc23)cc1. RXN SMILES: [Br:13][CH2:14][c:15]1[cH:16][cH:17][cH:18][cH:19][cH:20]1.[CH3:10][C:11]#[N:12].[CH3:21][CH2:22][O:23][CH2:24][CH3:25].[cH:1]1[n:2][cH:3][n:4]2[c:5]1[cH:6][cH:7][cH:8][cH:9]2>>[Br-:13].[c:1]1([CH2:14][c:15]2[cH:16][cH:17][cH:18][cH:19][cH:20]2)[nH+:2][cH:3][n:4]2[c:5]1[cH:6][cH:7][cH:8][cH:9]2.